The task is: describe an organic reaction: reactants, conditions, products, and yield. This data is from the Open Reaction Database (ORD), a public repository of structured organic reaction records. The reactants are N1(CCNCC1)C(=O)OC(C)(C)C (tert-butyl piperazine-1-carboxylate), FC1=CC=C(C=C1)C=1OC=C(N1)C=O (2-(4-fluorophenyl)oxazole-4-carbaldehyde). Product: FC1=CC=C(C=C1)C=1OC=C(N1)CN1CCN(CC1)C(=O)OC(C)(C)C (tert-Butyl 4-((2-(4-fluorophenyl)oxazol-4-yl)methyl)piperazine-1-carboxylate). Isolated yield 42.0%. Reaction SMILES: [N:1]1([C:7]([O:9][C:10]([CH3:13])([CH3:12])[CH3:11])=[O:8])[CH2:6][CH2:5][NH:4][CH2:3][CH2:2]1.[F:14][C:15]1[CH:20]=[CH:19][C:18]([C:21]2[O:22][CH:23]=[C:24]([CH:26]=O)[N:25]=2)=[CH:17][CH:16]=1>>[F:14][C:15]1[CH:16]=[CH:17][C:18]([C:21]2[O:22][CH:23]=[C:24]([CH2:26][N:4]3[CH2:5][CH2:6][N:1]([C:7]([O:9][C:10]([CH3:13])([CH3:12])[CH3:11])=[O:8])[CH2:2][CH2:3]3)[N:25]=2)=[CH:19][CH:20]=1. Procedure details: This compound was synthesized from tert-butyl piperazine-1-carboxylate and 2-(4-fluorophenyl)oxazole-4-carbaldehyde as described for example 82 step 3 (240 mg, yield 42%). 1H NMR (400 MHz, CDCl3) δ 8.07-8.03 (dd, J=9.1 Hz, 5.3 Hz, 2H), 7.59 (s, 1H), 7.16-7.12 (t, J=8.8 Hz, 2H), 3.54 (s, 2H), 3.49-3.47 (m, 4H), 2.52-2.49 (m, 4H), 1.46 (s, 9H). MS (ESI) m/z: Calculated for C19H24FN3O3: 361.18. found: 362.2 (M+H)+ Starting materials: Cl (HCl), O (water), [OH-].[Na+] (sodium hydroxide), COC(CC=1C=C2C=CC=NC2=CC1)=O (Methyl-2-(quinolin-6-yl)acetate). The solvent is CO (Methanol). Conditions: time 30 minute. The product is N1=CC=CC2=CC(=CC=C12)CC(=O)O (2-(quinolin-6-yl)acetic Acid). Isolated yield 78.7%. As a reaction SMILES: C[O:2][C:3](=[O:15])[CH2:4][C:5]1[CH:6]=[C:7]2[C:12](=[CH:13][CH:14]=1)[N:11]=[CH:10][CH:9]=[CH:8]2.O.[OH-].[Na+].Cl>CO>[N:11]1[C:12]2[C:7](=[CH:6][C:5]([CH2:4][C:3]([OH:15])=[O:2])=[CH:14][CH:13]=2)[CH:8]=[CH:9][CH:10]=1 |f:2.3|. Procedure: Sulphuric acid (67.5 ml) was added to 4-Aminophenylacetic acid (45 g, 297 mmol), glycerol (61.7 g, 67 mmol), and iodine (1.14 g, 4 mmol) drop-wise at rt. The mixture was heated to 140° C. for 24 h. After that reaction mixture cooled to rt and pH adjusted to 5 using 10% sodium hydroxide solution. To this methanol (350 ml) and sulphuric acid (3 ml) was added and heated to 100° C. for 24 h. Reaction mixture filtered through celite and filtrate was evaporated on rotavapour to obtain the residue. pH ...